From a dataset of the Open Reaction Database (ORD), a public repository of structured organic reaction records. describe an organic reaction: reactants, conditions, products, and yield Starting materials: S(=O)(=O)(O)[O-].[Na+] (sodium hydrogensulfate), C(C)(=O)C1=C(C(=C(C=2C(CSC21)C2=CC=C(C=C2)C(C)C)C)NC(CC(C)(C)C)=O)C (N-(7-Acetyl-3-(4-isopropylphenyl)-4,6-dimethyl-2,3-dihydro-1-benzothien-5-yl)-3,3-dimethylbutanamide), C(O)([O-])=O.[Na+] (sodium hydrogen carbonate), ClC1=CC(=CC=C1)C(=O)OO (m-chloroperbenzoic acid). Reported procedure: To a mixture of N-(7-acetyl-3-(4-isopropylphenyl)-4,6-dimethyl-2,3-dihydro-1-benzothien-5-yl)-3,3-dimethylbutanamide (960 mg, 2.19 mmol) obtained in Example 166 and sodium hydrogen carbonate (276 mg, 3.29 mmol) in dichloromethane (20 mL) was added m-chloroperbenzoic acid (530 mg, 3.07 mmol) at 0° C. and the resulting mixture was stirred at room temperature for two hours. To reaction solution was added an aqueous sodium hydrogensulfate solution, the organic layer separated, and the aqueous layer ... Yields the product C(C)(=O)C1=C(C(=C(C=2C(CS(C21)=O)C2=CC=C(C=C2)C(C)C)C)NC(CC(C)(C)C)=O)C (N-(7-Acetyl-3-(4-isopropylphenyl)-4,6-dimethyl-1-oxido-2,3-dihydro-1-benzothien-5-yl)-3,3-dimethylbutanamide). The yield is 12.4%. As a reaction SMILES: [C:1]([C:4]1[C:12]2[S:11][CH2:10][CH:9]([C:13]3[CH:18]=[CH:17][C:16]([CH:19]([CH3:21])[CH3:20])=[CH:15][CH:14]=3)[C:8]=2[C:7]([CH3:22])=[C:6]([NH:23][C:24](=[O:30])[CH2:25][C:26]([CH3:29])([CH3:28])[CH3:27])[C:5]=1[CH3:31])(=[O:3])[CH3:2].C(=O)([O-])[OH:33].[Na+].ClC1C=CC=C(C(OO)=O)C=1.S([O-])(O)(=O)=O.[Na+]>ClCCl>[C:1]([C:4]1[C:12]2[S:11](=[O:33])[CH2:10][CH:9]([C:13]3[CH:18]=[CH:17][C:16]([CH:19]([CH3:20])[CH3:21])=[CH:15][CH:14]=3)[C:8]=2[C:7]([CH3:22])=[C:6]([NH:23][C:24](=[O:30])[CH2:25][C:26]([CH3:29])([CH3:28])[CH3:27])[C:5]=1[CH3:31])(=[O:3])[CH3:2] |f:1.2,4.5|. Run at time 2 hour. The solvent is ClCCl (dichloromethane). Starting materials: Cl.FC=1C=CC(=C(C1)[C@H](C)N)C(F)(F)F ((S)-1-(5-fluoro-2-(trifluoromethyl)phenyl)ethanamine hydrochloride), C(C)(C)(C)OC(=O)C1=C(C=CC=C1)C1=CC=C(C=C1)CN1C(=C(C2=CC(=CC=C12)C(=O)O)C)C (1-((2′-(tert-butoxycarbonyl)-[1,1′-biphenyl]-4-yl)methyl)-2,3-dimethyl-1H-indole-5-carboxylic acid). The product is FC=1C=CC(=C(C1)[C@H](C)NC(=O)C=1C=C2C(=C(N(C2=CC1)CC1=CC=C(C=C1)C=1C(=CC=CC1)C(=O)O)C)C)C(F)(F)F ((S)-4′-((5-((1-(5-fluoro-2-(trifluoromethyl)phenyl)ethyl)carbamoyl)-2,3-dimethyl-1H-indol-1-yl)methyl)-[1,1′-biphenyl]-2-carboxylic acid). As a reaction SMILES: Cl.[F:2][C:3]1[CH:4]=[CH:5][C:6]([C:12]([F:15])([F:14])[F:13])=[C:7]([C@@H:9]([NH2:11])[CH3:10])[CH:8]=1.C([O:20][C:21]([C:23]1[CH:28]=[CH:27][CH:26]=[CH:25][C:24]=1[C:29]1[CH:34]=[CH:33][C:32]([CH2:35][N:36]2[C:44]3[C:39](=[CH:40][C:41]([C:45](O)=[O:46])=[CH:42][CH:43]=3)[C:38]([CH3:48])=[C:37]2[CH3:49])=[CH:31][CH:30]=1)=[O:22])(C)(C)C>>[F:2][C:3]1[CH:4]=[CH:5][C:6]([C:12]([F:13])([F:14])[F:15])=[C:7]([C@@H:9]([NH:11][C:45]([C:41]2[CH:40]=[C:39]3[C:44](=[CH:43][CH:42]=2)[N:36]([CH2:35][C:32]2[CH:31]=[CH:30][C:29]([C:24]4[C:23]([C:21]([OH:22])=[O:20])=[CH:28][CH:27]=[CH:26][CH:25]=4)=[CH:34][CH:33]=2)[C:37]([CH3:49])=[C:38]3[CH3:48])=[O:46])[CH3:10])[CH:8]=1 |f:0.1|. Procedure: The title compound was prepared following the same general protocol as described in Step 8-9, Example 1, using the (S)-1-(5-fluoro-2-(trifluoromethyl)phenyl)ethanamine hydrochloride and the 1-((2′-(tert-butoxycarbonyl)-[1,1′-biphenyl]-4-yl)methyl)-2,3-dimethyl-1H-indole-5-carboxylic acid. ESI-MS (m/z): 589 [M+H]+. The reactants are FC(OC1=CC=C(N)C=C1)F (4-(Difluoromethoxy)aniline), ClC=1C(N(C(C1C1=CC=CC=C1)=O)CC=1C=NC=CC1)=O (3-chloro-4-phenyl-1-(pyridin-3-ylmethyl)-1H-pyrrole-2,5-dione). Solvent: CC#N (CH3CN). Reaction conditions: temperature 140 celsius. Product: FC(OC1=CC=C(C=C1)NC=1C(N(C(C1C1=CC=CC=C1)=O)CC=1C=NC=CC1)=O)F (3-{[4-(Difluoromethoxy)phenyl]amino}-4-phenyl-1-(pyridin-3-ylmethyl)-1H-pyrrole-2,5-dione). The yield is 74.2%. Reaction SMILES: [F:1][CH:2]([F:11])[O:3][C:4]1[CH:10]=[CH:9][C:7]([NH2:8])=[CH:6][CH:5]=1.Cl[C:13]1[C:14](=[O:32])[N:15]([CH2:25][C:26]2[CH:27]=[N:28][CH:29]=[CH:30][CH:31]=2)[C:16](=[O:24])[C:17]=1[C:18]1[CH:23]=[CH:22][CH:21]=[CH:20][CH:19]=1>CC#N>[F:1][CH:2]([F:11])[O:3][C:4]1[CH:10]=[CH:9][C:7]([NH:8][C:13]2[C:14](=[O:32])[N:15]([CH2:25][C:26]3[CH:27]=[N:28][CH:29]=[CH:30][CH:31]=3)[C:16](=[O:24])[C:17]=2[C:18]2[CH:19]=[CH:20][CH:21]=[CH:22][CH:23]=2)=[CH:6][CH:5]=1. Procedure: 4-(Difluoromethoxy)aniline (0.94 mmol, 149 mg) dissolved in dry CH3CN (2.3 mL) was added to crude 3-chloro-4-phenyl-1-(pyridin-3-ylmethyl)-1H-pyrrole-2,5-dione (0.39 mmol, 115 mg) and the reaction mixture was subjected to microwave heating single node 140° C., one h. The reaction mixture was purified using HPLC (57% 0.1M ammonium acetate buffer: 43% CH3CN→100% CH3CN, 20 mL/min) to give 122 mg (75%) of the title compound. 1H NMR (400 MHz, CD3CN) δ 8.63 (d, 1H), 8.51 (dd,1H), 7.92 (bs, 1H), 7.79-7... Starting materials: CC=1SC2=NC(=CC=C2N1)C1(CC1)C1=CC=CC=C1 (2-methyl-5-(1-phenylcyclopropyl)thiazolo[5,4-b]pyridine), [OH-].[Na+] (sodium hydroxide), O (water). Solvent: CCO (EtOH). Conditions: time 6 hour. The product is NC=1C(NC(=CC1)C1(CC1)C1=CC=CC=C1)=S (3-amino-6-(1-phenylcyclopropyl)pyridine-2(1H)-thione). As a reaction SMILES: CC1[S:3][C:4]2[C:9]([N:10]=1)=[CH:8][CH:7]=[C:6]([C:11]1([C:14]3[CH:19]=[CH:18][CH:17]=[CH:16][CH:15]=3)[CH2:13][CH2:12]1)[N:5]=2.[OH-].[Na+].O>CCO>[NH2:10][C:9]1[C:4](=[S:3])[NH:5][C:6]([C:11]2([C:14]3[CH:19]=[CH:18][CH:17]=[CH:16][CH:15]=3)[CH2:13][CH2:12]2)=[CH:7][CH:8]=1 |f:1.2|. Procedure: A slurry of 2-methyl-5-(1-phenylcyclopropyl)thiazolo[5,4-b]pyridine (17.0 g, 63.8 mmol) in 128 mL EtOH was added sodium hydroxide 10 M in water (128 mL, 1276 mmol). Argon was bubbled through the resulting slurry for 5 min, then the reaction flask was fitted with a water-cooled reflux condenser, flushed with argon, and the reaction mixture was heated to vigorous reflux under argon. After 6 h, the reaction mixture was cooled and the EtOH was removed in vacuo. The resulting slurry was poured onto i... Reactants: OC[C@@H](CC=1C=NC=CC1)NC(C)=O (N-[(1R)-2-hydroxy-1-(3-pyridylmethyl)ethyl]acetamide), Cl (hydrochloric acid). Run at temperature 100 celsius. The product is Cl.Cl.N[C@@H](CO)CC=1C=NC=CC1 ((2R)-2-amino-3-(3-pyridyl)-1-propanol dihydrochloride). As a reaction SMILES: [OH:1][CH2:2][C@H:3]([NH:11]C(=O)C)[CH2:4][C:5]1[CH:6]=[N:7][CH:8]=[CH:9][CH:10]=1.[ClH:15]>>[ClH:15].[ClH:15].[NH2:11][C@H:3]([CH2:4][C:5]1[CH:6]=[N:7][CH:8]=[CH:9][CH:10]=1)[CH2:2][OH:1] |f:2.3.4|. Reported procedure: A suspension of 13.55 g of N-[(1R)-2-hydroxy-1-(3-pyridylmethyl)ethyl]acetamide in 110 cm3 of aqueous 6N hydrochloric acid is heated at a temperature in the region of 100° C. for 3 hours. The water is evaporated off under reduced pressure (3 kPa) at a temperature in the region of 50° C. 16.51 g of (2R)-2-amino-3-(3-pyridyl)-1-propanol dihydrochloride are obtained in the form of an off-white solid. [1H NMR spectrum (400 MHz, (CD3)2SO-d6, δ in ppm): 3.13 (d, J=7.5 Hz: 2H); 3.50 (mt: 2H); 3.62 (mt:... Reactants: COC(\C(=C\C1CCCCC1)\C1=CC(=C(C=C1)S(=O)(=O)C=C)Cl)=O ((E)-3-cyclohexyl-2-(3-chloro-4-((methylene)-methylsulfonyl)-phenyl)-acrylic acid methyl ester), [OH-].[Na+] (sodium hydroxide). Run in C(C)O (ethanol). Conditions: temperature 47.5 celsius. The product is C1(CCCCC1)/C=C(/C(=O)O)\C1=CC(=C(C=C1)S(=O)(=O)C=C)Cl ((E)-3-cyclohexyl-2-(3-chloro-4-((methylene)-methylsulfonyl)-phenyl)-acrylic acid). Isolated yield 99.5%. Reaction SMILES: C[O:2][C:3](=[O:24])/[C:4](/[C:12]1[CH:17]=[CH:16][C:15]([S:18]([CH:21]=[CH2:22])(=[O:20])=[O:19])=[C:14]([Cl:23])[CH:13]=1)=[CH:5]/[CH:6]1[CH2:11][CH2:10][CH2:9][CH2:8][CH2:7]1.[OH-].[Na+]>C(O)C>[CH:6]1(/[CH:5]=[C:4](\[C:12]2[CH:17]=[CH:16][C:15]([S:18]([CH:21]=[CH2:22])(=[O:20])=[O:19])=[C:14]([Cl:23])[CH:13]=2)/[C:3]([OH:24])=[O:2])[CH2:11][CH2:10][CH2:9][CH2:8][CH2:7]1 |f:1.2|. Procedure: A solution of (E)-3-cyclohexyl-2-(3-chloro-4-((methylene)-methylsulfonyl)-phenyl)-acrylic acid methyl ester (887 mg, 2.4 mmol) in ethanol (10 mL) was treated with a 1N aqueous sodium hydroxide solution (8 mL). The solution was heated at 45-50° C. for 15 h, at which time, thin layer chromatography analysis of the reaction mixture indicated the absence of starting material. The reaction mixture was concentrated in vacuo to remove ethanol. The residue was diluted with water (20 mL) and extracted wi...